Dataset: the Open Reaction Database (ORD), a public repository of structured organic reaction records. Task: describe an organic reaction: reactants, conditions, products, and yield Starting materials: F[B-](F)(F)F, Cl, FC[P+](c1ccccc1)(c1ccccc1)c1ccccc1, C1CCOC1, CC12CCC3C(CCC4=CC(=O)CCC43CS)C1CCC2=O. Product: CC12CCC3C(CCC4=CC(=CF)CCC43CS)C1CCC2=O. As a reaction SMILES: [B-:1]([F:2])([F:3])([F:4])[F:5].[ClH:54].[F:6][CH2:7][P+:8]([c:9]1[cH:10][cH:11][cH:12][cH:13][cH:14]1)([c:15]1[cH:16][cH:17][cH:18][cH:19][cH:20]1)[c:21]1[cH:22][cH:23][cH:24][cH:25][cH:26]1.[O:49]1[CH2:50][CH2:51][CH2:52][CH2:53]1.[SH:27][CH2:28][C:29]12[CH2:30][CH2:31][C:32](=[O:48])[CH:33]=[C:34]1[CH2:35][CH2:36][CH:37]1[CH:38]3[CH2:39][CH2:40][C:41](=[O:47])[C:42]3([CH3:43])[CH2:44][CH2:45][CH:46]21>>[F:6][CH:7]=[C:32]1[CH2:31][CH2:30][C:29]2([CH2:28][SH:27])[C:34](=[CH:33]1)[CH2:35][CH2:36][CH:37]1[CH:38]3[CH2:39][CH2:40][C:41](=[O:47])[C:42]3([CH3:43])[CH2:44][CH2:45][CH:46]21. Reactants: CC(C)N, C1CCOC1, CCC(=O)C1C(=O)CC(C#N)CC1=O. The product is CCC(=NC(C)C)C1C(=O)CC(C#N)CC1=O. RXN SMILES: [CH3:15][CH:16]([CH3:17])[NH2:18].[O:19]1[CH2:20][CH2:21][CH2:22][CH2:23]1.[O:1]=[C:2]1[CH2:3][CH:4]([C:13]#[N:14])[CH2:5][C:6](=[O:12])[CH:7]1[C:8]([CH2:9][CH3:10])=[O:11]>>[O:1]=[C:2]1[CH2:3][CH:4]([C:13]#[N:14])[CH2:5][C:6](=[O:12])[CH:7]1[C:8]([CH2:9][CH3:10])=[N:18][CH:16]([CH3:15])[CH3:17]. The product is Nc1ccc(OCc2ccccc2)cc1N. Reaction SMILES: [CH2:1]([c:2]1[cH:3][cH:4][cH:5][cH:6][cH:7]1)[O:8][c:9]1[cH:10][c:11]([N+:16]([O-:17])=[O:18])[c:12]([NH2:13])[cH:14][cH:15]1.[CH3:20][C:21](=[O:22])[OH:23].[ClH:19].[Zn:24]>>[CH2:1]([c:2]1[cH:3][cH:4][cH:5][cH:6][cH:7]1)[O:8][c:9]1[cH:10][c:11]([NH2:16])[c:12]([NH2:13])[cH:14][cH:15]1. The reactants are Nc1ccc(OCc2ccccc2)cc1[N+](=O)[O-], CC(=O)O, Cl, [Zn]. Starting materials: FC1=CC2=C(NC(=N2)NC2=CC=C(C=C2)OC2=NC=CC=C2C2=NC(=NC=C2)SC)C=C1F (5,6-difluoro-N-(4-(3-(2-(methylthio)pyrimidin-4-yl)pyridin-2-yloxy)phenyl)-1H-benzo[d]imidazol-2-amine), OOS(=O)[O-].[K+] (oxone), C(=O)(O)[O-].[Na+] (NaHCO3). The solvent is CO (methanol). Reaction conditions: time 2 day. Yields the product FC1=CC2=C(NC(=N2)NC2=CC=C(C=C2)OC2=NC=CC=C2C2=NC(=NC=C2)S(=O)(=O)C)C=C1F (5,6-difluoro-N-(4-(3-(2-(methylsulfonyl)pyrimidin-4-yl)pyridin-2-yloxy)phenyl)-1H-benzo[d]imidazol-2-amine). Reaction SMILES: [F:1][C:2]1[C:32]([F:33])=[CH:31][C:5]2[NH:6][C:7]([NH:9][C:10]3[CH:15]=[CH:14][C:13]([O:16][C:17]4[C:22]([C:23]5[CH:28]=[CH:27][N:26]=[C:25](SC)[N:24]=5)=[CH:21][CH:20]=[CH:19][N:18]=4)=[CH:12][CH:11]=3)=[N:8][C:4]=2[CH:3]=1.O[O:35][S:36]([O-:38])=O.[K+].[C:40]([O-])(O)=O.[Na+]>CO>[F:1][C:2]1[C:32]([F:33])=[CH:31][C:5]2[NH:6][C:7]([NH:9][C:10]3[CH:15]=[CH:14][C:13]([O:16][C:17]4[C:22]([C:23]5[CH:28]=[CH:27][N:26]=[C:25]([S:36]([CH3:40])(=[O:38])=[O:35])[N:24]=5)=[CH:21][CH:20]=[CH:19][N:18]=4)=[CH:12][CH:11]=3)=[N:8][C:4]=2[CH:3]=1 |f:1.2,3.4|. Procedure details: A 100 ml dry round bottom flask was charged with 5,6-difluoro-N-(4-(3-(2-(methylthio)pyrimidin-4-yl)pyridin-2-yloxy)phenyl)-1H-benzo[d]imidazol-2-amine (0.82 g, 1.76 mmol) and sonicated in methanol (17.62 ml, 0.10 M) for 20 minutes. To this was added oxone (3.25 g, 5.29 mmol) and mixture stirred at RT for 2 days. The reaction mixture was cooled to 0° C. and basified with aq. NaHCO3. The resulting solids were filtered, washed with water, and dried under high vacuum to provide 5,6-difluoro-N-(4-(3...